Dataset: the Open Reaction Database (ORD), a public repository of structured organic reaction records. Task: describe an organic reaction: reactants, conditions, products, and yield The reactants are ClCCl, COC=C1CC(c2nc(-c3cccc(OCc4ccccc4)c3)c3c(N)nccn23)C1, [K+], [K+], O=C([O-])[O-], O. Product: Nc1nccn2c(C3CC(C=O)C3)nc(-c3cccc(OCc4ccccc4)c3)c12. RXN SMILES: [CH2:1]([Cl:2])[Cl:3].[CH2:4]([c:5]1[cH:6][cH:7][cH:8][cH:9][cH:10]1)[O:11][c:12]1[cH:13][c:14](-[c:18]2[n:19][c:20]([CH:28]3[CH2:29][C:30](=[CH:32][O:33][CH3:34])[CH2:31]3)[n:21]3[c:22]2[c:23]([NH2:27])[n:24][cH:25][cH:26]3)[cH:15][cH:16][cH:17]1.[K+:35].[K+:36].[O-:37][C:38]([O-:39])=[O:40].[OH2:41]>>[CH2:4]([c:5]1[cH:6][cH:7][cH:8][cH:9][cH:10]1)[O:11][c:12]1[cH:13][c:14](-[c:18]2[n:19][c:20]([CH:28]3[CH2:29][CH:30]([CH:32]=[O:33])[CH2:31]3)[n:21]3[c:22]2[c:23]([NH2:27])[n:24][cH:25][cH:26]3)[cH:15][cH:16][cH:17]1. The reactants are FC=1C=C(C=CC1)S(=O)(=O)C1=CC2=C(C=C1)C1=C(O2)C2(COCCC2)NCC1 (7-[(3-fluorophenyl)sulfonyl]-3,4,5′,6′-tetrahydro-2H,4′H-spiro[1-benzofuro[2,3-c]pyridine-1,3′-pyran]), FC1COCCC12NCCC1=C2OC2=C1C=CC(=C2)I (3′-fluoro-7-iodo-2′,3,3′,4,5′,6′-hexahydro-2H-spiro[1-benzofuro[2,3-c]pyridine-1,4′-pyran]), FC=1C=C(C=CC1)S (3-fluorobenzenethiol). Product: FC1COCCC12NCCC1=C2OC2=C1C=CC(=C2)S(=O)(=O)C2=CC(=CC=C2)F (3′-Fluoro-7-[(3-fluorophenyl)sulfonyl]-2′,3,3′,4,5′,6′-hexahydro-2H-spiro[1-benzofuro[2,3-c]pyridine-1,4′-pyran]). Reaction SMILES: [F:1][C:2]1[CH:3]=[C:4]([S:8](C2C=CC3C4CCNC5(CCCOC5)C=4OC=3C=2)(=[O:10])=[O:9])[CH:5]=[CH:6][CH:7]=1.[F:29][CH:30]1[C:35]2([C:40]3[O:41][C:42]4[CH:47]=[C:46](I)[CH:45]=[CH:44][C:43]=4[C:39]=3[CH2:38][CH2:37][NH:36]2)[CH2:34][CH2:33][O:32][CH2:31]1.FC1C=C(S)C=CC=1>>[F:29][CH:30]1[C:35]2([C:40]3[O:41][C:42]4[CH:47]=[C:46]([S:8]([C:4]5[CH:5]=[CH:6][CH:7]=[C:2]([F:1])[CH:3]=5)(=[O:10])=[O:9])[CH:45]=[CH:44][C:43]=4[C:39]=3[CH2:38][CH2:37][NH:36]2)[CH2:34][CH2:33][O:32][CH2:31]1. Procedure: As described for 7-[(3-fluorophenyl)sulfonyl]-3,4,5′,6′-tetrahydro-2H,4′H-spiro[1-benzofuro[2,3-c]pyridine-1,3′-pyran] (Example 22) starting from 3′-fluoro-7-iodo-2′,3,3′,4,5′,6′-hexahydro-2H-spiro[1-benzofuro[2,3-c]pyridine-1,4′-pyran] and 3-fluorobenzenethiol The resulting diasteroisomeric mixture was separated using medium pressure liquid chromatography (140 g amine column) eluting with a gradient of EtOAc in hexanes (from 15% to 70% EtOAc). Procedure: A mixture of 0.05 g (0.15 mmole) of 2-chloro-9-cyclopentyl-7,7-difluoro-5-propyl-5,7,8,9-tetrahydro-pyrimido[4,5-b][1,4]diazepin-6-one (VII-144), 0.05 g (0.17 mmole) of 4-amino-N-(1-methyl-piperidin-4-yl)-benzamide, 0.04 g (0.22 mmole) of p-toluenesulfonic acid monohydrate and 4.0 mL of 2-propanol was heated at 160 degrees for 2 hours in a microwave reactor. The cooled mixture was concentrated under reduced pressure. The residue was diluted with dichloromethane and washed twice with saturated aq... The solvent is CC(C)O (2-propanol). RXN SMILES: Cl[C:2]1[N:3]=[CH:4][C:5]2[N:11]([CH2:12][CH2:13][CH3:14])[C:10](=[O:15])[C:9]([F:17])([F:16])[CH2:8][N:7]([CH:18]3[CH2:22][CH2:21][CH2:20][CH2:19]3)[C:6]=2[N:23]=1.[NH2:24][C:25]1[CH:40]=[CH:39][C:28]([C:29]([NH:31][CH:32]2[CH2:37][CH2:36][N:35]([CH3:38])[CH2:34][CH2:33]2)=[O:30])=[CH:27][CH:26]=1.O.C1(C)C=CC(S(O)(=O)=O)=CC=1>CC(O)C>[CH:18]1([N:7]2[CH2:8][C:9]([F:17])([F:16])[C:10](=[O:15])[N:11]([CH2:12][CH2:13][CH3:14])[C:5]3[CH:4]=[N:3][C:2]([NH:24][C:25]4[CH:26]=[CH:27][C:28]([C:29]([NH:31][CH:32]5[CH2:37][CH2:36][N:35]([CH3:38])[CH2:34][CH2:33]5)=[O:30])=[CH:39][CH:40]=4)=[N:23][C:6]2=3)[CH2:22][CH2:21][CH2:20][CH2:19]1 |f:2.3|. Product: C1(CCCC1)N1C2=C(N(C(C(C1)(F)F)=O)CCC)C=NC(=N2)NC2=CC=C(C(=O)NC1CCN(CC1)C)C=C2 (4-(9-cyclopentyl-7,7-difluoro-6-oxo-5-propyl-6,7,8,9-tetrahydro-5H-pyrimido[4,5-b][1,4]diazepin-2-ylamino)-N-(1-methyl-piperidin-4-yl)-benzamide). Starting materials: ClC=1N=CC2=C(N(CC(C(N2CCC)=O)(F)F)C2CCCC2)N1 (2-chloro-9-cyclopentyl-7,7-difluoro-5-propyl-5,7,8,9-tetrahydro-pyrimido[4,5-b][1,4]diazepin-6-one), NC1=CC=C(C(=O)NC2CCN(CC2)C)C=C1 (4-amino-N-(1-methyl-piperidin-4-yl)-benzamide), O.C1(=CC=C(C=C1)S(=O)(=O)O)C (p-toluenesulfonic acid monohydrate). The yield is 62.8%. Starting materials: CC[N+](CC)(CC)Cc1ccccc1, Cc1nc2ccccc2[nH]1, [Cl-], ClCCCCCl, [Na+], [OH-]. The product is Cc1nc2ccccc2n1CCCCCl. As a reaction SMILES: [CH2:20]([N+:21]([CH2:22][CH3:23])([CH2:24][CH3:25])[CH2:26][c:27]1[cH:28][cH:29][cH:30][cH:31][cH:32]1)[CH3:33].[CH3:1][c:2]1[n:3][c:4]2[c:5]([nH:6]1)[cH:7][cH:8][cH:9][cH:10]2.[Cl-:19].[Cl:13][CH2:14][CH2:15][CH2:16][CH2:17][Cl:18].[Na+:12].[OH-:11]>>[CH3:1][c:2]1[n:3]([CH2:17][CH2:16][CH2:15][CH2:14][Cl:13])[c:4]2[c:5]([n:6]1)[cH:7][cH:8][cH:9][cH:10]2. Starting materials: O=C([O-])[O-], Cc1ccccc1, CCOC(C)=O, O=[N+]([O-])c1ccc(Cl)cc1F, FC1CCCNC1, [Na+], [Na+]. Yields the product O=[N+]([O-])c1ccc(Cl)cc1N1CCCC(F)C1. RXN SMILES: [C:12](=[O:13])([O-:14])[O-:15].[CH3:25][c:26]1[cH:27][cH:28][cH:29][cH:30][cH:31]1.[CH3:32][CH2:33][O:34][C:35]([CH3:36])=[O:37].[Cl:1][c:2]1[cH:3][c:4]([F:11])[c:5]([N+:8](=[O:9])[O-:10])[cH:6][cH:7]1.[F:18][CH:19]1[CH2:20][NH:21][CH2:22][CH2:23][CH2:24]1.[Na+:16].[Na+:17]>>[Cl:1][c:2]1[cH:3][c:4]([N:21]2[CH2:20][CH:19]([F:18])[CH2:24][CH2:23][CH2:22]2)[c:5]([N+:8](=[O:9])[O-:10])[cH:6][cH:7]1. Starting materials: C1=CC=CC=2C3C4=CC=CC=C4C(C12)CC3CO (9,10-Dihydro-9,10-ethanoanthracene-11-methanol), BrBr (bromine), N1C=NC=C1 (imidazole), ClP(C1=CC=CC=C1)C1=CC=CC=C1 (chlorodiphenylphosphine). The solvent is C1(=CC=CC=C1)C (toluene). Run at time 10 minute. The product is BrCC1CC2C3=CC=CC=C3C1C=1C=CC=CC21 (11-Bromomethyl-9,10-dihydro-9,10-ethanoanthracene). Reaction SMILES: [CH:1]1[C:14]2[CH:13]3[CH2:15][CH:16]([CH2:17]O)[CH:6]([C:7]4[C:12]3=[CH:11][CH:10]=[CH:9][CH:8]=4)[C:5]=2[CH:4]=[CH:3][CH:2]=1.N1C=CN=C1.ClP(C1C=CC=CC=1)C1C=CC=CC=1.[Br:38]Br>C1(C)C=CC=CC=1>[Br:38][CH2:17][CH:16]1[CH:6]2[C:5]3[CH:4]=[CH:3][CH:2]=[CH:1][C:14]=3[CH:13]([C:12]3[C:7]2=[CH:8][CH:9]=[CH:10][CH:11]=3)[CH2:15]1. Reported procedure: 9,10-Dihydro-9,10-ethanoanthracene-11-methanol (1.2 gm), imidazole (0.7 gm) and chlorodiphenylphosphine (1.4 gm) were combined in toluene (80 ml) and treated dropwise with bromine (1.0 gm). The mixture was stirred 10 minutes, then extracted with 10% sodium hydroxide (50 ml) and water (50 ml). The toluene was removed on a rotary evaporator and the residue was dissolved in 1:1 methylene chloride/hexane and placed on a silica gel column. The column was eluted with 1:1 methylene chloride/hexane and ... Reactants: [Br-], C1CCOC1, Fc1cccc([Mg+])c1, CON(C)C(=O)c1nc(-c2cccc(C(=O)NCc3ccccc3)c2)cnc1N, O. Yields the product Nc1ncc(-c2cccc(C(=O)NCc3ccccc3)c2)nc1C(=O)c1cccc(F)c1. Reaction SMILES: [Br-:1].[CH2:10]1[O:11][CH2:12][CH2:13][CH2:14]1.[F:2][c:3]1[cH:4][c:5]([Mg+:9])[cH:6][cH:7][cH:8]1.[NH2:15][c:16]1[c:17]([C:38](=[O:39])[N:40]([O:41][CH3:42])[CH3:43])[n:18][c:19](-[c:22]2[cH:23][c:24]([C:28](=[O:29])[NH:30][CH2:31][c:32]3[cH:33][cH:34][cH:35][cH:36][cH:37]3)[cH:25][cH:26][cH:27]2)[cH:20][n:21]1.[OH2:44]>>[F:2][c:3]1[cH:4][c:5]([C:38]([c:17]2[c:16]([NH2:15])[n:21][cH:20][c:19](-[c:22]3[cH:23][c:24]([C:28](=[O:29])[NH:30][CH2:31][c:32]4[cH:33][cH:34][cH:35][cH:36][cH:37]4)[cH:25][cH:26][cH:27]3)[n:18]2)=[O:39])[cH:6][cH:7][cH:8]1. The reactants are C(C)OC1=CC=C(C=O)C=C1 (4-ethoxybenzaldehyde), C1(=CC=CC=C1)P(=C1C(NC(C1)=O)=O)(C1=CC=CC=C1)C1=CC=CC=C1 (3-(triphenylphosphoranylidene)pyrrolidine-2,5-dione). The product is C(C)OC1=CC=C(\C=C/2\C(NC(C2)=O)=O)C=C1 ((E)-3-(4-ethoxybenzylidene)pyrrolidine-2,5-dione). RXN SMILES: [CH2:1]([O:3][C:4]1[CH:11]=[CH:10][C:7]([CH:8]=O)=[CH:6][CH:5]=1)[CH3:2].C1(P(C2C=CC=CC=2)(C2C=CC=CC=2)=[C:19]2[CH2:23][C:22](=[O:24])[NH:21][C:20]2=[O:25])C=CC=CC=1>>[CH2:1]([O:3][C:4]1[CH:11]=[CH:10][C:7](/[CH:8]=[C:19]2/[C:20](=[O:25])[NH:21][C:22](=[O:24])[CH2:23]/2)=[CH:6][CH:5]=1)[CH3:2]. Procedure details: The title compound 12 was prepared from 4-ethoxybenzaldehyde (0.22 mL, 1.60 mmol) and compound 11 (1.03 g, 2.88 mmol) in a manner similar to that described for 3 in 92.5% (342 mg) yield as a yellow solid. Starting materials: C=CCOc1c(OC)ccc(C(=O)Cc2c(Cl)cncc2Cl)c1OCC=C, CO, [K+], [K+], O=C([O-])[O-], c1ccc(P(c2ccccc2)(c2ccccc2)[Pd](P(c2ccccc2)(c2ccccc2)c2ccccc2)(P(c2ccccc2)(c2ccccc2)c2ccccc2)P(c2ccccc2)(c2ccccc2)c2ccccc2)cc1. The product is C=CCOc1c(OC)ccc(C(=O)Cc2c(Cl)cncc2Cl)c1O. Reaction SMILES: [CH2:1]([CH:2]=[CH2:3])[O:4][c:5]1[c:6]([C:17]([CH2:18][c:19]2[c:20]([Cl:26])[cH:21][n:22][cH:23][c:24]2[Cl:25])=[O:27])[cH:7][cH:8][c:9]([O:15][CH3:16])[c:10]1[O:11][CH2:12][CH:13]=[CH2:14].[CH3:34][OH:35].[K+:28].[K+:29].[O-:30][C:31]([O-:32])=[O:33].[cH:36]1[cH:37][cH:38][c:39]([P:40]([Pd:41]([P:42]([c:43]2[cH:44][cH:45][cH:46][cH:47][cH:48]2)([c:49]2[cH:50][cH:51][cH:52][cH:53][cH:54]2)[c:55]2[cH:56][cH:57][cH:58][cH:59][cH:60]2)([P:61]([c:62]2[cH:63][cH:64][cH:65][cH:66][cH:67]2)([c:68]2[cH:69][cH:70][cH:71][cH:72][cH:73]2)[c:74]2[cH:75][cH:76][cH:77][cH:78][cH:79]2)[P:80]([c:81]2[cH:82][cH:83][cH:84][cH:85][cH:86]2)([c:87]2[cH:88][cH:89][cH:90][cH:91][cH:92]2)[c:93]2[cH:94][cH:95][cH:96][cH:97][cH:98]2)([c:99]2[cH:100][cH:101][cH:102][cH:103][cH:104]2)[c:105]2[cH:106][cH:107][cH:108][cH:109][cH:110]2)[cH:111][cH:112]1>>[OH:4][c:5]1[c:6]([C:17]([CH2:18][c:19]2[c:20]([Cl:26])[cH:21][n:22][cH:23][c:24]2[Cl:25])=[O:27])[cH:7][cH:8][c:9]([O:15][CH3:16])[c:10]1[O:11][CH2:12][CH:13]=[CH2:14]. Starting materials: S(O)(O)(=O)=O (sulphuric acid), C(C1=CC=CC=C1)[C@@H]1NC(O[C@@H]1C(=O)O)=O ((4S,5S)-4-benzyl-oxazolidin-2-one-5-carboxylic acid), [OH-].[Na+] (NaOH). Solvent: C(C)O (ethanol). Conditions: temperature 0 celsius, time 0.5 hour. Yields the product C(C1=CC=CC=C1)[C@@H]1NC(O[C@@H]1CO)=O ((4S,5S)-4-benzyl-5-hydroxymethyl-oxazolidin-2-one). As a reaction SMILES: [CH2:1]([C@H:8]1[C@@H:12]([C:13](O)=[O:14])[O:11][C:10](=[O:16])[NH:9]1)[C:2]1[CH:7]=[CH:6][CH:5]=[CH:4][CH:3]=1.S(=O)(=O)(O)O.[OH-].[Na+]>C(O)C>[CH2:1]([C@H:8]1[C@@H:12]([CH2:13][OH:14])[O:11][C:10](=[O:16])[NH:9]1)[C:2]1[CH:3]=[CH:4][CH:5]=[CH:6][CH:7]=1 |f:2.3|. Procedure: 1.1 g (5 mmol) of (4S,5S)-4-benzyl-oxazolidin-2-one-5-carboxylic acid were dissolved in 15 ml of ethanol. 0.03 ml of sulphuric acid were added and the mixture refluxed for 4 hours. After cooling, 0.04 g of NaOH were addedand the mixture concentrated under a vacuum to 2 g. 4 ml of ethanol were then added and 0.25 g of NaBH4 was added in small portions. Once addition was complete and stirring had been continued for 0.5 hour, the educt was already completely converted. 4 ml of water were added, the...